From a dataset of the Open Reaction Database (ORD), a public repository of structured organic reaction records. describe an organic reaction: reactants, conditions, products, and yield Reactants: COC(=O)C=1C(=C2C=C(C(N(C2=C(N1)C=1C=NC(=NC1)OCC)CC1=CC=CC=C1)=O)C1=CC=CC=C1)O (1-benzyl-8-(2-ethoxy-pyrimidin-5-yl)-5-hydroxy-2-oxo-3-phenyl-1,2-dihydro-[1,7]naphthyridine-6-carboxylic acid methyl ester), NCCC(=O)O (β-alanine), C[O-].[Na+] (NaOMe). Solvent: C(=O)(O)[O-].[Na+] (NaHCO3). The product is C(C1=CC=CC=C1)N1C(C(=CC2=C(C(=NC(=C12)C=1C=NC(=NC1)OCC)C(=O)NCCC(=O)O)O)C1=CC=CC=C1)=O (3-{[1-Benzyl-8-(2-ethoxy-pyrimidin-5-yl)-5-hydroxy-2-oxo-3-phenyl-1,2-dihydro-[1,7]naphthyridine-6-carbonyl]-amino}-propionic acid). Yield: 61.1%. RXN SMILES: C[O:2][C:3]([C:5]1[C:6]([OH:38])=[C:7]2[C:12](=[C:13]([C:15]3[CH:16]=[N:17][C:18]([O:21][CH2:22][CH3:23])=[N:19][CH:20]=3)[N:14]=1)[N:11]([CH2:24][C:25]1[CH:30]=[CH:29][CH:28]=[CH:27][CH:26]=1)[C:10](=[O:31])[C:9]([C:32]1[CH:37]=[CH:36][CH:35]=[CH:34][CH:33]=1)=[CH:8]2)=O.[NH2:39][CH2:40][CH2:41][C:42]([OH:44])=[O:43].C[O-].[Na+]>C([O-])(O)=O.[Na+]>[CH2:24]([N:11]1[C:12]2[C:7](=[C:6]([OH:38])[C:5]([C:3]([NH:39][CH2:40][CH2:41][C:42]([OH:44])=[O:43])=[O:2])=[N:14][C:13]=2[C:15]2[CH:16]=[N:17][C:18]([O:21][CH2:22][CH3:23])=[N:19][CH:20]=2)[CH:8]=[C:9]([C:32]2[CH:37]=[CH:36][CH:35]=[CH:34][CH:33]=2)[C:10]1=[O:31])[C:25]1[CH:30]=[CH:29][CH:28]=[CH:27][CH:26]=1 |f:2.3,4.5|. Procedure details: A mixture of 1-benzyl-8-(2-ethoxy-pyrimidin-5-yl)-5-hydroxy-2-oxo-3-phenyl-1,2-dihydro-[1,7]naphthyridine-6-carboxylic acid methyl ester (58 mg, 0.11 mmol), β-alanine (818 mg, 9.13 mmol) and NaOMe solution (13.7 mL, 6.85 mmol, 0.5 M in MeOH) was refluxed for 16 h. After the mixture was cooled to r.t., the solvent was evaporated in vacuo. The residue was partitioned between EtOAc and water. 1 M HCl was added with vigorous stirring until pH was about 3-4. The aqueous layer was extracted with addit... The reactants are F[B-](F)(F)F, CC(C)(C)c1ccc(CNCCc2ccc(Cl)c(C(F)(F)F)c2)cc1, CCN(C(C)C)C(C)C, O=C(O)c1cc(Cl)cc2cc[nH]c12, CN(C)C=O, O, CN(C)C(On1nnc2ccccc21)=[N+](C)C. The product is CC(C)(C)c1ccc(CN(CCc2ccc(Cl)c(C(F)(F)F)c2)C(=O)c2cc(Cl)cc3cc[nH]c23)cc1. RXN SMILES: [B-:14]([F:15])([F:16])([F:17])[F:18].[C:45]([CH3:46])([CH3:47])([CH3:48])[c:49]1[cH:50][cH:51][c:52]([CH2:53][NH:54][CH2:55][CH2:56][c:57]2[cH:58][c:59]([C:64]([F:65])([F:66])[F:67])[c:60]([Cl:63])[cH:61][cH:62]2)[cH:68][cH:69]1.[CH:36]([N:37]([CH2:38][CH3:39])[CH:40]([CH3:41])[CH3:42])([CH3:43])[CH3:44].[Cl:1][c:2]1[cH:3][c:4]2[cH:5][cH:6][nH:7][c:8]2[c:9]([C:11](=[O:12])[OH:13])[cH:10]1.[O:70]=[CH:71][N:72]([CH3:73])[CH3:74].[OH2:75].[n:19]1([O:20][C:21]([N:22]([CH3:23])[CH3:24])=[N+:25]([CH3:26])[CH3:27])[c:28]2[cH:29][cH:30][cH:31][cH:32][c:33]2[n:34][n:35]1>>[Cl:1][c:2]1[cH:3][c:4]2[cH:5][cH:6][nH:7][c:8]2[c:9]([C:11](=[O:13])[N:54]([CH2:53][c:52]2[cH:51][cH:50][c:49]([C:45]([CH3:46])([CH3:47])[CH3:48])[cH:69][cH:68]2)[CH2:55][CH2:56][c:57]2[cH:58][c:59]([C:64]([F:65])([F:66])[F:67])[c:60]([Cl:63])[cH:61][cH:62]2)[cH:10]1. The reactants are C1CCNCC1, COCC(=O)Cc1nc(C)cs1, CC(=O)O, COc1cc(C#N)ccc1C=O, ClCCl. Product: COCC(=O)C(=Cc1ccc(C#N)cc1OC)c1nc(C)cs1. RXN SMILES: [CH2:25]1[CH2:26][CH2:27][NH:28][CH2:29][CH2:30]1.[CH3:13][O:14][CH2:15][C:16](=[O:17])[CH2:18][c:19]1[s:20][cH:21][c:22]([CH3:24])[n:23]1.[CH3:31][C:32](=[O:33])[OH:34].[CH:1](=[O:2])[c:3]1[c:4]([O:11][CH3:12])[cH:5][c:6]([C:7]#[N:8])[cH:9][cH:10]1.[Cl:35][CH2:36][Cl:37]>>[CH:1]([c:3]1[c:4]([O:11][CH3:12])[cH:5][c:6]([C:7]#[N:8])[cH:9][cH:10]1)=[C:18]([C:16]([CH2:15][O:14][CH3:13])=[O:17])[c:19]1[s:20][cH:21][c:22]([CH3:24])[n:23]1. Reactants: [BH4-], C=CCC1(C(=O)OCC)CCN(C(=O)OC(C)(C)C)CC1, CC(C)=O, CO, ClCCl, [Na+], O. Yields the product CC(C)(C)OC(=O)N1CCC2(CCOC2=O)CC1. As a reaction SMILES: [BH4-:25].[CH2:1]([CH:2]=[CH2:3])[C:4]1([C:17](=[O:18])[O:19][CH2:20][CH3:21])[CH2:5][CH2:6][N:7]([C:10](=[O:11])[O:12][C:13]([CH3:14])([CH3:15])[CH3:16])[CH2:8][CH2:9]1.[CH3:27][C:28](=[O:29])[CH3:30].[CH3:31][OH:32].[Cl:22][CH2:23][Cl:24].[Na+:26].[OH2:33]>>[C:4]12([CH2:5][CH2:6][N:7]([C:10](=[O:11])[O:12][C:13]([CH3:14])([CH3:15])[CH3:16])[CH2:8][CH2:9]1)[C:17](=[O:18])[O:19][CH2:20][CH2:21]2. Reaction SMILES: [Cl:1][C:2]1[CH:10]=[C:9]2[C:5]([C:6]([CH:11]=O)=[CH:7][NH:8]2)=[CH:4][C:3]=1[F:13].C([O-])(=O)C.[NH4+].[N+:19]([CH2:22][CH3:23])([O-:21])=[O:20]>>[Cl:1][C:2]1[CH:10]=[C:9]2[C:5]([C:6]([CH:11]=[C:22]([N+:19]([O-:21])=[O:20])[CH3:23])=[CH:7][NH:8]2)=[CH:4][C:3]=1[F:13] |f:1.2|. Reported procedure: The solution (0.2 M) of 6-chloro-5-fluoro-1H-indole-3-carbaldehyde (4.0 g, 20.24 mmol) in nitroethane (100 mL) was refluxed with ammonium acetate (1.32 g, 0.85 mmol) for 4 hours. The reaction mixture was concentrated under vacuum to remove nitroethane, diluted with ethylacetate and washed with brine. The organic layer was concentrated to give 6-chloro-5-fluoro-3-(2-nitro-propenyl)-1H-indole (5.0 g, 97%) as a reddish orange solid. 1H NMR (500 MHz, CDCl3): δ 8.77 (s, 1H), 8.32 (s, 1H), 7.58 (d, 1H... The product is ClC1=C(C=C2C(=CNC2=C1)C=C(C)[N+](=O)[O-])F (6-chloro-5-fluoro-3-(2-nitro-propenyl)-1H-indole). Yield: 97.0%. The reactants are ClC1=C(C=C2C(=CNC2=C1)C=O)F (6-chloro-5-fluoro-1H-indole-3-carbaldehyde), C(C)(=O)[O-].[NH4+] (ammonium acetate), [N+](=O)([O-])CC (nitroethane). Starting materials: Cl (HCl), BrC1=C(C=CC=2N(N=NC21)CC(C)(C)C)O (4-Bromo-1-(2,2-dimethylpropyl)-1H-1,2,3-benzotriazol-5-ol), [NH4+].[Cl-] (NH4Cl), BrCC=1C=C(C=CC1)B(O)O (3-bromomethylphenylboronic acid), C([O-])([O-])=O.[Cs+].[Cs+] (cesium carbonate). The solvent is CCOCC (Et2O), CN(C)C=O (DMF). Conditions: time 8 hour. Yields the product BrC1=C(C=CC=2N(N=NC21)CC(C)(C)C)OCC=2C=C(C=CC2)B(O)O ([3-({[4-Bromo-1-(2,2-dimethylpropyl)-1H-1,2,3-benzotriazol-5-yl]oxy}methyl)phenyl]boronic acid). Reaction SMILES: [Br:1][C:2]1[C:10]2[N:9]=[N:8][N:7]([CH2:11][C:12]([CH3:15])([CH3:14])[CH3:13])[C:6]=2[CH:5]=[CH:4][C:3]=1[OH:16].Br[CH2:18][C:19]1[CH:20]=[C:21]([B:25]([OH:27])[OH:26])[CH:22]=[CH:23][CH:24]=1.C(=O)([O-])[O-].[Cs+].[Cs+].[NH4+].[Cl-].Cl>CN(C=O)C.CCOCC>[Br:1][C:2]1[C:10]2[N:9]=[N:8][N:7]([CH2:11][C:12]([CH3:13])([CH3:15])[CH3:14])[C:6]=2[CH:5]=[CH:4][C:3]=1[O:16][CH2:18][C:19]1[CH:20]=[C:21]([B:25]([OH:27])[OH:26])[CH:22]=[CH:23][CH:24]=1 |f:2.3.4,5.6|. Reported procedure: 4-Bromo-1-(2,2-dimethylpropyl)-1H-1,2,3-benzotriazol-5-ol (Example 1-2) (704 mg, 2.478 mmol, 1.0 equiv.), 3-bromomethylphenylboronic acid (11) (639 mg, 2.97 mmol, 1.2 equiv.) and cesium carbonate (969 mg, 2.97 mmol, 1.2 equiv.) were suspended in anhydrous DMF (6043 μl). The reaction mixture was stirred at room temperature overnight. The reaction mixture was diluted with Et2O, and acidified with aqueous saturated NH4Cl and HCl (1N) to pH 2. The organic layer was dried over MgSO4, filtered and con... Reported procedure: A solution of 2.5M nBuLi in hexanes (1.9 mL, 4.7 mmol) was added to a solution of diisopropylamine (660 μL, 4.7 mmol) in THF (9.0 mL) at ambient temperature. After 10 min, the mixture was cooled to −78° C. and methyl phenyl sulfone (700 mg, 4.5 mmol) was added to the reaction vessel. The cold bath was removed and after stirring for 30 min, 1-bromo-2-cyclohexylethane (1.3 g, 6.7 mmol) was added to the reaction mixture. The mixture was allowed to warm to ambient temperature and stir for 18 hours. ... Reaction conditions: temperature -78 celsius, time 10 minute. Reactants: Cl (HCl), C1(=CC=CC=C1)S(=O)(=O)C (methyl phenyl sulfone), BrCCC1CCCCC1 (1-bromo-2-cyclohexylethane), [Li]CCCC (nBuLi), hexanes, C(C)(C)NC(C)C (diisopropylamine). Solvent: C1CCOC1 (THF). Yield: 51.7%. Reaction SMILES: [Li]CCCC.C(NC(C)C)(C)C.[C:13]1([S:19]([CH3:22])(=[O:21])=[O:20])[CH:18]=[CH:17][CH:16]=[CH:15][CH:14]=1.Br[CH2:24][CH2:25][CH:26]1[CH2:31][CH2:30][CH2:29][CH2:28][CH2:27]1.Cl>C1COCC1>[C:13]1([S:19]([CH2:22][CH2:24][CH2:25][CH:26]2[CH2:31][CH2:30][CH2:29][CH2:28][CH2:27]2)(=[O:21])=[O:20])[CH:18]=[CH:17][CH:16]=[CH:15][CH:14]=1. The product is C1(=CC=CC=C1)S(=O)(=O)CCCC1CCCCC1 (3-Cyclohexylpropyl phenyl sulfone). Starting materials: Cl.Cl.C1(=CC=CC=C1)C(N1CC(C1)NN)C1=CC=CC=C1 (1-(diphenylmethyl)-3-hydrazinoazetidine dihydrochloride), ice, ClC=1C=CC(=C(C1)C(\C=C\N(C)C)=O)O ((2E)-1-(5-chloro-2-hydroxyphenyl)-3-(dimethylamino)prop-2-en-1-one). The solvent is C(C)O (ethanol), C(C)(=O)O (acetic acid), COC(C)(C)C (methyl-t-butyl ether). The product is ClC1=CC(=C(C=C1)O)C1=CC=NN1C1CN(C1)C(C1=CC=CC=C1)C1=CC=CC=C1 (4-chloro-2-{1-[1-(diphenylmethyl)azetidin-3-yl]-1H-pyrazol-5-yl}phenol). The yield is 42.0%. Reaction SMILES: Cl.Cl.[C:3]1([CH:9]([C:16]2[CH:21]=[CH:20][CH:19]=[CH:18][CH:17]=2)[N:10]2[CH2:13][CH:12]([NH:14][NH2:15])[CH2:11]2)[CH:8]=[CH:7][CH:6]=[CH:5][CH:4]=1.[Cl:22][C:23]1[CH:24]=[CH:25][C:26]([OH:36])=[C:27]([C:29](=O)/[CH:30]=[CH:31]/N(C)C)[CH:28]=1>C(O)C.C(O)(=O)C.COC(C)(C)C>[Cl:22][C:23]1[CH:24]=[CH:25][C:26]([OH:36])=[C:27]([C:29]2[N:14]([CH:12]3[CH2:13][N:10]([CH:9]([C:3]4[CH:4]=[CH:5][CH:6]=[CH:7][CH:8]=4)[C:16]4[CH:21]=[CH:20][CH:19]=[CH:18][CH:17]=4)[CH2:11]3)[N:15]=[CH:31][CH:30]=2)[CH:28]=1 |f:0.1.2|. Reported procedure: 1-(diphenylmethyl)-3-hydrazinoazetidine dihydrochloride (Preparation 690, 1.00 g, 3.06 mmol) was added to an ice cold, stirred suspension of (2E)-1-(5-chloro-2-hydroxyphenyl)-3-(dimethylamino)prop-2-en-1-one (Preparation 759, 700 mg, 3.1 mmol) in ethanol (5 ml) and acetic acid (5 ml), stirred at 0° C. for 2 hours then allowed to warm up to room temperature over 2 hours. The solvents were removed in vacuo and the residue partitioned between ethyl acetate (80 ml) and saturated aqueous sodium hydro...